This data is from the Open Reaction Database (ORD), a public repository of structured organic reaction records. The task is: describe an organic reaction: reactants, conditions, products, and yield Reactants: O=C(Cl)Cl, C#CCN1C(=O)COc2cc(F)c(N)cc21. Yields the product C#CCN1C(=O)COc2cc(F)c(N=C=O)cc21. Reaction SMILES: [Cl:17][C:18]([Cl:19])=[O:20].[NH2:1][c:2]1[c:3]([F:16])[cH:4][c:5]2[c:6]([cH:15]1)[N:7]([CH2:12][C:13]#[CH:14])[C:8](=[O:11])[CH2:9][O:10]2>>[N:1]([c:2]1[c:3]([F:16])[cH:4][c:5]2[c:6]([cH:15]1)[N:7]([CH2:12][C:13]#[CH:14])[C:8](=[O:11])[CH2:9][O:10]2)=[C:18]=[O:20]. Reactants: CC(=O)O, O=C(c1ccccc1)c1cc(F)c(F)cc1Cl, O=S(=O)(O)O. Yields the product O=C(O)c1cc(F)c(F)cc1Cl. RXN SMILES: [CH3:23][C:24](=[O:25])[OH:26].[Cl:1][c:2]1[c:3]([C:4](=[O:5])[c:6]2[cH:7][cH:8][cH:9][cH:10][cH:11]2)[cH:12][c:13]([F:17])[c:14]([F:16])[cH:15]1.[S:18]([OH:19])(=[O:20])(=[O:21])[OH:22]>>[Cl:1][c:2]1[c:3]([C:4]([OH:5])=[O:19])[cH:12][c:13]([F:17])[c:14]([F:16])[cH:15]1.